This data is from the Open Reaction Database (ORD), a public repository of structured organic reaction records. The task is: describe an organic reaction: reactants, conditions, products, and yield Reactants: C(C)(=O)[O-].[Na+] (sodium acetate), C(C)(=O)O (acetic acid), COC1=CC=C(C=C1)C(CBr)C1=CC=C(C=C1)OC (1,1-bis(4-methoxyphenyl)-2-bromoethane). Reaction conditions: temperature 190 celsius. The product is COC1=CC=C(C=C1)C=CC1=CC=C(C=C1)OC (4,4'-dimethoxystilbene). Isolated yield 69.4%. RXN SMILES: [C:1]([O-])(=[O:3])C.[Na+].CO[C:8]1[CH:13]=[CH:12][C:11]([CH:14]([C:17]2[CH:22]=[CH:21][C:20]([O:23][CH3:24])=[CH:19][CH:18]=2)CBr)=[CH:10][CH:9]=1.[C:25](O)(=O)C>>[CH3:24][O:23][C:20]1[CH:19]=[CH:18][C:17]([CH:14]=[CH:11][C:10]2[CH:9]=[CH:8][C:13]([O:3][CH3:1])=[CH:12][CH:25]=2)=[CH:22][CH:21]=1 |f:0.1|. Reported procedure: The Parr bomb described in EXAMPLE 6 above was employed. To a solution of 20.0 grams (0.24 mole) of anhydrous sodium acetate dissolved in 200 milliliters of glacial acetic acid was added the entire crude 1,1-bis(4-methoxyphenyl)-2-bromoethane (66.0 grams, 0.21 mole based on pure product) from EXAMPLE 8 above. The bomb was flushed and then pressurized to 110 psig with dry nitrogen. The contents were heated, with stirring, to 190° C. over a 30-minute period, maintained at that temperature for 1 ho... Reactants: [N+](=O)([O-])C1=C(C=CC=C1)O (nitrophenol), C(C1=CC=CC=C1)(=O)O[C@H](C(OC1=C(C(=C(C(=C1F)F)F)F)F)=O)CCNC(=O)OCC1=CC=CC=C1 ((S)-4-(benzyloxycarbonylamino)-1-oxo-1-(perfluorophenoxy)butan-2-yl benzoate), CCN(C(C)C)C(C)C (DIPEA). Run in CN(C)C=O (DMF). Product: C(=O)(OCC1=CC=CC=C1)OC1=C(C=CC=C1)[N+](=O)[O-] (O-Cbz-2-nitrophenol). The yield is 26.3%. RXN SMILES: [N+:1]([C:4]1[CH:9]=[CH:8][CH:7]=[CH:6][C:5]=1[OH:10])([O-:3])=[O:2].C(O[C@@H](CCN[C:38]([O:40][CH2:41][C:42]1[CH:47]=[CH:46][CH:45]=[CH:44][CH:43]=1)=[O:39])C(=O)OC1C(F)=C(F)C(F)=C(F)C=1F)(=O)C1C=CC=CC=1.CCN(C(C)C)C(C)C>CN(C=O)C>[C:38]([O:10][C:5]1[CH:6]=[CH:7][CH:8]=[CH:9][C:4]=1[N+:1]([O-:3])=[O:2])([O:40][CH2:41][C:42]1[CH:47]=[CH:46][CH:45]=[CH:44][CH:43]=1)=[O:39]. Procedure details: To a stirring solution of 3′,4′,3′″,4′″-tetra-dehydro-3,2′,6′,2′″,6′″-penta-Cbz-neomycin (4, 190 mg, 0.156 mmol) in DMF (2 mL) was added succinimidyl benzoyloxy(2-Cbz-aminoethyl)carbamate (3, 81 mg, 0.18 mmol) and the reaction was stirred under a nitrogen atmosphere. DIPEA (67 μL, 0.38 mmol) was added and the reaction was stirred for 2 days. The reaction mixture was purified on a 2-inch reverse-phase HPLC column, followed by treatment with sat. aq. NaHCO3 to remove the benzoyl protecting group t...